From a dataset of the Open Reaction Database (ORD), a public repository of structured organic reaction records. describe an organic reaction: reactants, conditions, products, and yield Starting materials: C[S-].[Na+] (sodium methanethiolate), C(C)OC(C1=CC(=CC=C1)C1=C(CCC1)C1=C(C=CC(=C1)SC)OC)=O (3-{2-[5-methylsulfanyl-2-(methoxy-)-phenyl]-cyclopent-1-enyl}-benzoic acid ethyl ester), C(C)OCC.O (diethyl ether water). Solvent: CN(C=O)C (dimethylformamide). Reaction conditions: temperature 120 celsius. The product is CS(=O)(=O)C=1C=CC(=C(C1)C1=C(CCC1)C=1C=C(C(=O)O)C=CC1)O (3-{2-[5-methylsulfonyl-2-(hydroxy)-phenyl]-cyclopent-1-enyl}-benzoic acid). The yield is 68.0%. RXN SMILES: [CH3:1][S-:2].[Na+].C([O:6][C:7](=[O:29])[C:8]1[CH:13]=[CH:12][CH:11]=[C:10]([C:14]2[CH2:18][CH2:17][CH2:16][C:15]=2[C:19]2[CH:24]=[C:23](SC)[CH:22]=[CH:21][C:20]=2[O:27]C)[CH:9]=1)C.C([O:32]CC)C.[OH2:35]>CN(C)C=O>[CH3:1][S:2]([C:23]1[CH:22]=[CH:21][C:20]([OH:27])=[C:19]([C:15]2[CH2:16][CH2:17][CH2:18][C:14]=2[C:10]2[CH:9]=[C:8]([CH:13]=[CH:12][CH:11]=2)[C:7]([OH:6])=[O:29])[CH:24]=1)(=[O:32])=[O:35] |f:0.1,3.4|. Procedure: A mixture of sodium methanethiolate (700 mg, 10 mmol) and (3-{2-[5-methylsulfanyl-2-(methoxy-)-phenyl]-cyclopent-1-enyl}-benzoic acid ethyl ester (720 mg, 1.96 mmol) in dimethylformamide (15 ml) was stirred and heated at 120° C. under nitrogen for 5 hours. After cooling the mixture was diluted with diethyl ether/water and the aqueous phase separated and acidified with hydrochloric acid then extracted with diethyl ether. The organic phase was dried (MgSO4), evaporated to dryness and the residue t... Procedure details: N-(4-Bromo-2-hydroxyphenyl)-4-(difluoromethyl)benzamide (0.5 g, 1.5 mmol) was dissolved in 1,4-Dioxane (10 ml) and added Phosphorus oxychloride (0.4 ml, 4.4 mmol). This mixture was refluxed for 2 h. 1,4-Dioxane removed on rotavapour to obtain the residue. Residue was washed with water to obtain solid. Solid was purified by column on 60-120 mesh silica gel using DCM as eluent to obtain the titled compound (130 mg) as an off-white solid. 1H-NMR (δ ppm, CDCl3, 400 MHz): 8.28 (d, J 8.4, 2H), 7.74 (d... Yield: 26.7%. Reaction SMILES: [Br:1][C:2]1[CH:7]=[CH:6][C:5]([NH:8][C:9](=O)[C:10]2[CH:15]=[CH:14][C:13]([CH:16]([F:18])[F:17])=[CH:12][CH:11]=2)=[C:4]([OH:20])[CH:3]=1.P(Cl)(Cl)(Cl)=O>O1CCOCC1>[Br:1][C:2]1[CH:7]=[CH:6][C:5]2[N:8]=[C:9]([C:10]3[CH:11]=[CH:12][C:13]([CH:16]([F:17])[F:18])=[CH:14][CH:15]=3)[O:20][C:4]=2[CH:3]=1. Run in O1CCOCC1 (1,4-Dioxane). Product: BrC1=CC2=C(N=C(O2)C2=CC=C(C=C2)C(F)F)C=C1 (6-Bromo-2-[4-(difluoromethyl)phenyl]benzo[d]oxazole). Reactants: BrC1=CC(=C(C=C1)NC(C1=CC=C(C=C1)C(F)F)=O)O (N-(4-Bromo-2-hydroxyphenyl)-4-(difluoromethyl)benzamide), P(=O)(Cl)(Cl)Cl (Phosphorus oxychloride). Starting materials: CC1=C(NC2=C1C(N(CCC2)CCN2CCOCC2)=O)C=O (3-methyl-5-(2-morpholin-4-yl-ethyl)-4-oxo-1,4,5,6,7,8-hexahydro-pyrrolo[3,2-c]azepine-2-carbaldehyde), FC=1C=C2CC(NC2=CC1NC(COC)=O)=O (N-(5-fluoro-2-oxo-2,3-dihydro-1H-indol-6-yl)-2-methoxy-acetamide). Yields the product FC=1C=C2/C(/C(NC2=CC1NC(COC)=O)=O)=C/C1=C(C=2C(N(CCCC2N1)CCN1CCOCC1)=O)C ((Z)—N-{5-fluoro-3-[3-methyl-5-(2-morpholin-4-yl-ethyl)-4-oxo-1,4,5,6,7,8-hexahydro-pyrrolo[3,2-c]azepin-2-ylmethylene]-2-oxo-2,3-dihydro-1H-indol-6-yl}-2-methoxy-acetamide). The yield is 60.0%. RXN SMILES: [CH3:1][C:2]1[C:6]2[C:7](=[O:20])[N:8]([CH2:12][CH2:13][N:14]3[CH2:19][CH2:18][O:17][CH2:16][CH2:15]3)[CH2:9][CH2:10][CH2:11][C:5]=2[NH:4][C:3]=1[CH:21]=O.[F:23][C:24]1[CH:25]=[C:26]2[C:30](=[CH:31][C:32]=1[NH:33][C:34](=[O:38])[CH2:35][O:36][CH3:37])[NH:29][C:28](=[O:39])[CH2:27]2>>[F:23][C:24]1[CH:25]=[C:26]2[C:30](=[CH:31][C:32]=1[NH:33][C:34](=[O:38])[CH2:35][O:36][CH3:37])[NH:29][C:28](=[O:39])/[C:27]/2=[CH:21]\[C:3]1[NH:4][C:5]2[CH2:11][CH2:10][CH2:9][N:8]([CH2:12][CH2:13][N:14]3[CH2:19][CH2:18][O:17][CH2:16][CH2:15]3)[C:7](=[O:20])[C:6]=2[C:2]=1[CH3:1]. Procedure details: The title compound was prepared under the same conditions as described in step 4 of Example 10 with 3-methyl-5-(2-morpholin-4-yl-ethyl)-4-oxo-1,4,5,6,7,8-hexahydro-pyrrolo[3,2-c]azepine-2-carbaldehyde 10c obtained from step 3 of Example 10 and N-(5-fluoro-2-oxo-2,3-dihydro-1H-indol-6-yl)-2-methoxy-acetamide 7a obtained from step 1 of Example 7 as starting materials to obtain (Z)—N-{5-fluoro-3-[3-methyl-5-(2-morpholin-4-yl-ethyl)-4-oxo-1,4,5,6,7,8-hexahydro-pyrrolo[3,2-c]azepin-2-ylmethylene]-2-o... Reactants: CC(Oc1cc(C(C)(C)C)cc(C(C)(C)C)c1)C(=O)Cl, Cc1ccccc1, C=CC1CCC(=O)N1, [Cl-], [H-], [Na+], O. The product is C=CC1CCC(=O)N1C(=O)C(C)Oc1cc(C(C)(C)C)cc(C(C)(C)C)c1. As a reaction SMILES: [C:11]([CH3:12])([CH3:13])([CH3:14])[c:15]1[cH:16][c:17]([O:25][CH:26]([C:27](=[O:28])[Cl:29])[CH3:30])[cH:18][c:19]([C:21]([CH3:22])([CH3:23])[CH3:24])[cH:20]1.[CH3:32][c:33]1[cH:34][cH:35][cH:36][cH:37][cH:38]1.[CH:3](=[CH2:4])[CH:5]1[CH2:6][CH2:7][C:8](=[O:10])[NH:9]1.[Cl-:31].[H-:1].[Na+:2].[OH2:39]>>[CH:3](=[CH2:4])[CH:5]1[CH2:6][CH2:7][C:8](=[O:10])[N:9]1[C:27]([CH:26]([O:25][c:17]1[cH:16][c:15]([C:11]([CH3:12])([CH3:13])[CH3:14])[cH:20][c:19]([C:21]([CH3:22])([CH3:23])[CH3:24])[cH:18]1)[CH3:30])=[O:28]. The reactants are C1(=CC=CC=C1)C(N1CCNCC1)C1=CC=CC=C1 (1-(diphenylmethyl)piperazine), [I-].[K+] (potassium iodide), C([O-])([O-])=O.[K+].[K+] (potassium carbonate), Ice water, [Cl-].[Na+] (sodium chloride), CS(=O)(=O)OCCNC=1C=CC=2N(N1)C=C(N2)C(C(=O)OC(C)C)(C)C (isopropyl 2-[6-[2-(methanesulfonyloxy)ethylamino]imidazo[1,2-b]pyridazin-2-yl]-2-methylpropionate). Run in CN(C=O)C (N,N-dimethylformamide). Reaction conditions: temperature 60 celsius, time 1.5 hour. The product is C1(=CC=CC=C1)C(N1CCN(CC1)CCNC=1C=CC=2N(N1)C=C(N2)C(C(=O)O)(C)C)C2=CC=CC=C2 (2-[6-[2-[4-(diphenylmethyl)piperazino]ethylamino]imidazo[1,2-b]pyridazin-2-yl]-2-methylpropionic acid). Yield: 35.4%. RXN SMILES: CS(O[CH2:6][CH2:7][NH:8][C:9]1[CH:10]=[CH:11][C:12]2[N:13]([CH:15]=[C:16]([C:18]([CH3:26])([CH3:25])[C:19]([O:21]C(C)C)=[O:20])[N:17]=2)[N:14]=1)(=O)=O.[C:27]1([CH:33]([C:40]2[CH:45]=[CH:44][CH:43]=[CH:42][CH:41]=2)[N:34]2[CH2:39][CH2:38][NH:37][CH2:36][CH2:35]2)[CH:32]=[CH:31][CH:30]=[CH:29][CH:28]=1.[I-].[K+].C(=O)([O-])[O-].[K+].[K+].[Cl-].[Na+]>CN(C)C=O>[C:40]1([CH:33]([C:27]2[CH:32]=[CH:31][CH:30]=[CH:29][CH:28]=2)[N:34]2[CH2:35][CH2:36][N:37]([CH2:6][CH2:7][NH:8][C:9]3[CH:10]=[CH:11][C:12]4[N:13]([CH:15]=[C:16]([C:18]([CH3:25])([CH3:26])[C:19]([OH:21])=[O:20])[N:17]=4)[N:14]=3)[CH2:38][CH2:39]2)[CH:41]=[CH:42][CH:43]=[CH:44][CH:45]=1 |f:2.3,4.5.6,7.8|. Reported procedure: 1.24 g of isopropyl 2-[6-[2-(methanesulfonyloxy)ethylamino]imidazo[1,2-b]pyridazin-2-yl]-2-methylpropionate was dissolved in 15 ml of N,N-dimethylformamide; 977 mg of 1-(diphenylmethyl)piperazine, 642 mg of potassium iodide and 535 mg of potassium carbonate were added, followed by stirring at room temperature for 1 hour and at 60° C. for 1.5 hours. Ice water and sodium chloride were added, followed by extraction with ethyl acetate; the extract was washed with saturated saline and dried with magn... Starting materials: C(C)(C)(C)OC(C1=C(C=C(C=C1)N1CCN(CC1)C)[N+](=O)[O-])=O (4-(4-methyl-piperazin-1-yl)-2-nitro-benzoic acid tert-butyl ester), Cl (HCl). Run in O1CCOCC1 (1,4-dioxane). Run at time 4 hour. Product: Cl.CN1CCN(CC1)C1=CC(=C(C(=O)O)C=C1)[N+](=O)[O-] (4-(4-methyl-piperazin-1-yl)-2-nitro benzoic acid hydrochloride), solid. Yield: 87.5%. Reaction SMILES: C([O:5][C:6](=[O:23])[C:7]1[CH:12]=[CH:11][C:10]([N:13]2[CH2:18][CH2:17][N:16]([CH3:19])[CH2:15][CH2:14]2)=[CH:9][C:8]=1[N+:20]([O-:22])=[O:21])(C)(C)C.[ClH:24]>O1CCOCC1>[ClH:24].[CH3:19][N:16]1[CH2:17][CH2:18][N:13]([C:10]2[CH:11]=[CH:12][C:7]([C:6]([OH:23])=[O:5])=[C:8]([N+:20]([O-:22])=[O:21])[CH:9]=2)[CH2:14][CH2:15]1 |f:3.4|. Procedure: A mixture of 4-(4-methyl-piperazin-1-yl)-2-nitro-benzoic acid tert-butyl ester (16.4 g, 51 mmol) and 37% HCl (100 mL) in 1,4-dioxane (200 mL) was stirred at room temperature for 4 hours. The resulting solid was filtered, washed thoroughly with 1,4-dioxane and dried under vacuum at 45° C. The title compound was obtained as a pale yellow solid (13.45 g, 87.5% yield), and it was used in the next step without any further purification.